From a dataset of the Open Reaction Database (ORD), a public repository of structured organic reaction records. describe an organic reaction: reactants, conditions, products, and yield Reactants: C(CCCCCCCCC)C=1C=NC(=NC1)C1=CC=C(C=C1)O (4-(5-decyl-2-pyrimidyl)phenol), C(CCCC)C1=CCC(CC1)C(=O)O (4-pentyl-3-cyclohexenylcarboxylic acid), C(CCCC)C1=CCC(CC1)C(=O)OC1=CC=C(C=C1)CCC1CC=C(CC1)CCC=C(C)C (4-[2-(4-(4-Methyl-3-pentenyl)-3-cyclohexenyl)ethyl]phenyl (4-pentyl-3-cyclohexenyl)carboxylate). Product: C(CCCCCCCCC)C=1C=NC(=NC1)C1=CC=C(C=C1)O.C(CCCC)C1=CCC(CC1)C(=O)[O-] (4-(5-decyl-2-pyrimidyl)phenol 4-pentyl-3-cyclohexenylcarboxylate). As a reaction SMILES: [CH2:1]([C:11]1[CH:12]=[N:13][C:14]([C:17]2[CH:22]=[CH:21][C:20]([OH:23])=[CH:19][CH:18]=2)=[N:15][CH:16]=1)[CH2:2][CH2:3][CH2:4][CH2:5][CH2:6][CH2:7][CH2:8][CH2:9][CH3:10].[CH2:24]([C:29]1[CH2:34][CH2:33][CH:32]([C:35]([OH:37])=[O:36])[CH2:31][CH:30]=1)[CH2:25][CH2:26][CH2:27][CH3:28].C(C1CCC(C(OC2C=CC(CCC3CCC(CCC=C(C)C)=CC3)=CC=2)=O)CC=1)CCCC>>[CH2:1]([C:11]1[CH:12]=[N:13][C:14]([C:17]2[CH:18]=[CH:19][C:20]([OH:23])=[CH:21][CH:22]=2)=[N:15][CH:16]=1)[CH2:2][CH2:3][CH2:4][CH2:5][CH2:6][CH2:7][CH2:8][CH2:9][CH3:10].[CH2:24]([C:29]1[CH2:34][CH2:33][CH:32]([C:35]([O-:37])=[O:36])[CH2:31][CH:30]=1)[CH2:25][CH2:26][CH2:27][CH3:28] |f:3.4|. Reported procedure: The reaction between 4-(5-decyl-2-pyrimidyl)phenol (prepared essentially according to the procedure of H. Zaschke and R. Stolle, Z. Chem. 15, 441-43 (1975)) and 4-pentyl-3-cyclohexenylcarboxylic acid is essentially that used for the synthesis of ester 2J. The product is CCCC(C)C(=O)Nc1ccc(C(C)C)c(Cl)c1. As a reaction SMILES: [CH3:19][CH:20]([C:21](=[O:22])[Cl:23])[CH2:24][CH2:25][CH3:26].[CH3:1][c:2]1[cH:3][cH:4][cH:5][cH:6][cH:7]1.[Cl:8][c:9]1[cH:10][c:11]([NH2:12])[cH:13][cH:14][c:15]1[CH:16]([CH3:17])[CH3:18].[cH:27]1[cH:28][cH:29][n:30][cH:31][cH:32]1>>[Cl:8][c:9]1[cH:10][c:11]([NH:12][C:21]([CH:20]([CH3:19])[CH2:24][CH2:25][CH3:26])=[O:22])[cH:13][cH:14][c:15]1[CH:16]([CH3:17])[CH3:18]. Reactants: CCCC(C)C(=O)Cl, Cc1ccccc1, CC(C)c1ccc(N)cc1Cl, c1ccncc1. The reactants are CC1(OCCO1)C1=CC=C(O1)CN1N=CC(=N1)N (2-[5-(2-methyl-[1,3]dioxolan-2-yl)-furan-2-ylmethyl]-2H-[1,2,3]triazol-4-ylamine), FC1=CC=C(C=C1)C1=C(N=CO1)C(=O)O (5-(4-fluoro-phenyl)-oxazole-4-carboxylic acid). Product: C(C)(=O)C1=CC=C(O1)CN1N=CC(=N1)NC(=O)C=1N=COC1C1=CC=C(C=C1)F (5-(4-Fluoro-phenyl)-oxazole-4-carboxylic acid [2-(5-acetyl-furan-2-ylmethyl)-2H-[1,2,3]triazol-4-yl]-amide). As a reaction SMILES: [CH3:1][C:2]1([C:7]2[O:11][C:10]([CH2:12][N:13]3[N:17]=[C:16]([NH2:18])[CH:15]=[N:14]3)=[CH:9][CH:8]=2)[O:6]CCO1.[F:19][C:20]1[CH:25]=[CH:24][C:23]([C:26]2[O:30][CH:29]=[N:28][C:27]=2[C:31](O)=[O:32])=[CH:22][CH:21]=1>>[C:2]([C:7]1[O:11][C:10]([CH2:12][N:13]2[N:17]=[C:16]([NH:18][C:31]([C:27]3[N:28]=[CH:29][O:30][C:26]=3[C:23]3[CH:24]=[CH:25][C:20]([F:19])=[CH:21][CH:22]=3)=[O:32])[CH:15]=[N:14]2)=[CH:9][CH:8]=1)(=[O:6])[CH3:1]. Procedure details: Following general procedure A followed by L, starting from 2-[5-(2-methyl-[1,3]dioxolan-2-yl)-furan-2-ylmethyl]-2H-[1,2,3]triazol-4-ylamine and 5-(4-fluoro-phenyl)-oxazole-4-carboxylic acid. Reactants: NC=1N(OC(C1)=O)C (3-amino-2-methyl-5(2H)-isoxazolone), BrC=1C=C(C=O)C=CC1F (3-bromo-4-fluorobenzaldehyde), C1(CC(CC1)=O)=O (1,3-cyclopentanedione). Solvent: C(C)O (ethyl alcohol). Product: BrC=1C=C(C=CC1F)C1C2=C(NC3=C1C(ON3C)=O)CCC2=O (4-(3-bromo-4-fluorophenyl)-1-methyl-4,6,7,8-tetrahydro-1H-cyclopenta[b]isoxazolo[4,3-e]pyridine-3,5-dione). Yield: 18.5%. As a reaction SMILES: [NH2:1][C:2]1[N:3]([CH3:8])[O:4][C:5](=[O:7])[CH:6]=1.[Br:9][C:10]1[CH:11]=[C:12]([CH:15]=[CH:16][C:17]=1[F:18])[CH:13]=O.[C:19]1(=O)[CH2:23][CH2:22][C:21](=[O:24])[CH2:20]1>C(O)C>[Br:9][C:10]1[CH:11]=[C:12]([CH:13]2[C:6]3[C:5](=[O:7])[O:4][N:3]([CH3:8])[C:2]=3[NH:1][C:19]3[CH2:23][CH2:22][C:21](=[O:24])[C:20]2=3)[CH:15]=[CH:16][C:17]=1[F:18]. Procedure: The product from Example 45A (0.11 g, 1 mmol), 3-bromo-4-fluorobenzaldehyde (0.2 g, 1 mmol), and 1,3-cyclopentanedione (0.1 g, 1 mmol) in ethyl alcohol (2 mL) were heated at 80° C. for 2 days in a sealed tube. The reaction mixture was allowed to cool to ambient temperature and was evaporated under reduced pressure. The residue was chromatographed eluting with 19:0.5:0.5 ethylacetate:formic acid:water to provide the title compound (0.07 g). Product: COc1ccc(CNC(=O)c2cc([N+](=O)[O-])ccc2NC2COC(C)(C)OC2)cc1OC. Reaction SMILES: [CH3:1][O:2][c:3]1[cH:4][c:5]([CH2:6][NH:7][C:8]([c:9]2[c:10]([NH:18][CH:19]([CH2:20][OH:21])[CH2:22][OH:23])[cH:11][cH:12][c:13]([N+:15](=[O:16])[O-:17])[cH:14]2)=[O:24])[cH:25][cH:26][c:27]1[O:28][CH3:29].[CH3:30][O:31][C:32]([CH3:33])([CH3:34])[O:35][CH3:36].[CH3:51][CH2:52][O:53][C:54](=[O:55])[CH3:56].[Cl:48][CH2:49][Cl:50].[c:37]1([CH3:38])[cH:39][cH:40][c:41]([S:42]([OH:43])(=[O:44])=[O:45])[cH:46][cH:47]1>>[CH3:1][O:2][c:3]1[cH:4][c:5]([CH2:6][NH:7][C:8]([c:9]2[c:10]([NH:18][CH:19]3[CH2:20][O:21][C:32]([CH3:33])([CH3:34])[O:23][CH2:22]3)[cH:11][cH:12][c:13]([N+:15](=[O:16])[O-:17])[cH:14]2)=[O:24])[cH:25][cH:26][c:27]1[O:28][CH3:29]. Reactants: COc1ccc(CNC(=O)c2cc([N+](=O)[O-])ccc2NC(CO)CO)cc1OC, COC(C)(C)OC, CCOC(C)=O, ClCCl, Cc1ccc(S(=O)(=O)O)cc1. The reactants are C1CCOC1, COCOC1CCC(N(C(=O)C2CCC(C)CC2)c2cc(C3=CCC(C)(C)CC3)sc2C(=O)OC)CC1, CO, ClCCl, Cl, [Li+], [OH-], O, O. Product: COCOC1CCC(N(C(=O)C2CCC(C)CC2)c2cc(C3=CCC(C)(C)CC3)sc2C(=O)O)CC1. As a reaction SMILES: [CH2:43]1[O:44][CH2:45][CH2:46][CH2:47]1.[CH3:1][O:2][C:3](=[O:4])[c:5]1[s:6][c:7]([C:30]2=[CH:31][CH2:32][C:33]([CH3:36])([CH3:37])[CH2:34][CH2:35]2)[cH:8][c:9]1[N:10]([C:11](=[O:12])[CH:13]1[CH2:14][CH2:15][CH:16]([CH3:19])[CH2:17][CH2:18]1)[CH:20]1[CH2:21][CH2:22][CH:23]([O:26][CH2:27][O:28][CH3:29])[CH2:24][CH2:25]1.[CH3:51][OH:52].[Cl:48][CH2:49][Cl:50].[ClH:42].[Li+:40].[OH-:39].[OH2:38].[OH2:41]>>[O:2]=[C:3]([OH:4])[c:5]1[s:6][c:7]([C:30]2=[CH:31][CH2:32][C:33]([CH3:36])([CH3:37])[CH2:34][CH2:35]2)[cH:8][c:9]1[N:10]([C:11](=[O:12])[CH:13]1[CH2:14][CH2:15][CH:16]([CH3:19])[CH2:17][CH2:18]1)[CH:20]1[CH2:21][CH2:22][CH:23]([O:26][CH2:27][O:28][CH3:29])[CH2:24][CH2:25]1.